Dataset: the Open Reaction Database (ORD), a public repository of structured organic reaction records. Task: describe an organic reaction: reactants, conditions, products, and yield The reactants are C(O)([O-])=O.[Na+] (sodium hydrogen carbonate), C(C)(C)(C)OC(=O)NC1CCNCC1 (4-(tert-butoxycarbonylamino)piperidine), C(C)#N (acetonitrile), CCC(=O)C(=O)Cl (ethyloxalyl chloride). Run in C(C)N(CC)CC (triethylamine). Reaction conditions: time 30 minute. Yields the product C(C)(C)(C)OC(=O)NC1CCN(CC1)C(C(=O)OCC)=O (Ethyl {4-[(tert-butoxycarbonyl)amino]piperidin-1-yl}(oxo)acetate). As a reaction SMILES: [C:1]([O:5][C:6]([NH:8][CH:9]1[CH2:14][CH2:13][NH:12][CH2:11][CH2:10]1)=[O:7])([CH3:4])([CH3:3])[CH3:2].[C:15](#N)[CH3:16].CC[C:20]([C:22](Cl)=[O:23])=[O:21].C(=O)([O-])[OH:26].[Na+]>C(N(CC)CC)C>[C:1]([O:5][C:6]([NH:8][CH:9]1[CH2:10][CH2:11][N:12]([C:22](=[O:23])[C:20]([O:26][CH2:15][CH3:16])=[O:21])[CH2:13][CH2:14]1)=[O:7])([CH3:4])([CH3:2])[CH3:3] |f:3.4|. Procedure: 4-(tert-butoxycarbonylamino)piperidine (150 mg) was added to acetonitrile (5 mL), and triethylamine (0.21 mL) and ethyloxalyl chloride (0.11 mL) were added dropwise at 0° C. The reaction solution was stirred for 30 minutes and an aqueous saturated sodium hydrogen carbonate solution was added, followed by extraction with ethyl acetate. The organic layer was washed in turn with water and saturated brine, dried over anhydrous magnesium sulfate and then concentrated under reduced pressure to obtain ... Yields the product CC(C)(C)N1CCOC(CO)C1. The reactants are CC(C)(C)N1CCOC(COCc2ccccc2)C1, CCO. As a reaction SMILES: [CH2:1]([c:2]1[cH:3][cH:4][cH:5][cH:6][cH:7]1)[O:8][CH2:9][CH:10]1[O:11][CH2:12][CH2:13][N:14]([C:16]([CH3:17])([CH3:18])[CH3:19])[CH2:15]1.[CH3:20][CH2:21][OH:22]>>[OH:8][CH2:9][CH:10]1[O:11][CH2:12][CH2:13][N:14]([C:16]([CH3:17])([CH3:18])[CH3:19])[CH2:15]1.